This data is from the Open Reaction Database (ORD), a public repository of structured organic reaction records. The task is: describe an organic reaction: reactants, conditions, products, and yield Starting materials: Cl (hydrochloric acid), O1C(=CC=C1)COC1=CC=C(CN2C=C(C(=C2)C2=CC=CC=C2)CCC(=O)OCC)C=C1 (ethyl 3-[1-[4-(2-furylmethoxy)benzyl]-4-phenyl-3-pyrrolyl]propionate), [OH-].[Na+] (sodium hydroxide), O1CCCC1 (tetrahydrofuran). Run in C(C)O (ethanol). Conditions: time 3 hour. Product: O1C(=CC=C1)COC1=CC=C(CN2C=C(C(=C2)C2=CC=CC=C2)CCC(=O)O)C=C1 (3-[1-[4-(2-furylmethoxy)benzyl]-4-phenyl-3-pyrrolyl]propionic acid). Yield: 66.2%. RXN SMILES: [O:1]1[CH:5]=[CH:4][CH:3]=[C:2]1[CH2:6][O:7][C:8]1[CH:32]=[CH:31][C:11]([CH2:12][N:13]2[CH:17]=[C:16]([C:18]3[CH:23]=[CH:22][CH:21]=[CH:20][CH:19]=3)[C:15]([CH2:24][CH2:25][C:26]([O:28]CC)=[O:27])=[CH:14]2)=[CH:10][CH:9]=1.[OH-].[Na+].O1CCCC1.Cl>C(O)C>[O:1]1[CH:5]=[CH:4][CH:3]=[C:2]1[CH2:6][O:7][C:8]1[CH:32]=[CH:31][C:11]([CH2:12][N:13]2[CH:17]=[C:16]([C:18]3[CH:23]=[CH:22][CH:21]=[CH:20][CH:19]=3)[C:15]([CH2:24][CH2:25][C:26]([OH:28])=[O:27])=[CH:14]2)=[CH:10][CH:9]=1 |f:1.2|. Reported procedure: A mixture of ethyl 3-[1-[4-(2-furylmethoxy)benzyl]-4-phenyl-3-pyrrolyl]propionate (624 mg), 1N aqueous sodium hydroxide solution (3 ml), tetrahydrofuran (6 ml), and ethanol (6 ml) was stirred at room temperature for 3 hours, and 1N hydrochloric acid (3 ml) was added to the mixture, which was extracted with ethyl acetate. The ethyl acetate layer was washed with saturated aqueous sodium chloride solution, dried (MgSO4), then concentrated. The residue was subjected to silica gel column chromatograp... The reactants are ClC1=CC=C(C=C1)S(=O)(=O)N([C@@H](CCCS(=O)(=O)NC)C)C1=C(C=CC(=C1)Cl)Cl (4-chloro-N-[2,5-dichlorophenyl]-N-[4-[(methylamino)sulfonyl]-1(R)-methylbutyl]benzenesulfonamide), C(CCCC)S(=O)(=O)Cl (pentylsulfonyl chloride), C1(CCCC1)NC (N-(cyclopentyl)-methylamine). Product: ClC1=CC=C(C=C1)S(=O)(=O)N([C@@H](CCCS(=O)(=O)NCC1CCCC1)C)C1=C(C=CC(=C1)Cl)Cl (4-chloro-N-[2,5-dichlorophenyl]-N-[4-[[N-(cyclopentyl)methylamino]sulfonyl]-1(R)-methylbutyl]benzenesulfonamide). Isolated yield 15.0%. RXN SMILES: [Cl:1][C:2]1[CH:7]=[CH:6][C:5]([S:8]([N:11]([C:22]2[CH:27]=[C:26]([Cl:28])[CH:25]=[CH:24][C:23]=2[Cl:29])[C@H:12]([CH3:21])[CH2:13][CH2:14][CH2:15][S:16]([NH:19][CH3:20])(=[O:18])=[O:17])(=[O:10])=[O:9])=[CH:4][CH:3]=1.[CH2:30](S(Cl)(=O)=O)[CH2:31][CH2:32][CH2:33][CH3:34].C1(NC)CCCC1>>[Cl:1][C:2]1[CH:7]=[CH:6][C:5]([S:8]([N:11]([C:22]2[CH:27]=[C:26]([Cl:28])[CH:25]=[CH:24][C:23]=2[Cl:29])[C@H:12]([CH3:21])[CH2:13][CH2:14][CH2:15][S:16]([NH:19][CH2:20][CH:30]2[CH2:34][CH2:33][CH2:32][CH2:31]2)(=[O:17])=[O:18])(=[O:10])=[O:9])=[CH:4][CH:3]=1. Reported procedure: 4-chloro-N-[2,5-dichlorophenyl]-N-[4-[[N-(cyclopentyl)methylamino]sulfonyl]-1(R)-methylbutyl]benzenesulfonamide was prepared analogous to 4-chloro-N-[2,5-dichlorophenyl]-N-[4-[(methylamino)sulfonyl]-1(R)-methylbutyl]benzenesulfonamide by reacting (4R)-4-[2,5-dichlorophenyl][4-chlorophenyl)sulfonyl]-amino]pentylsulfonyl chloride with N-(cyclopentyl)-methylamine. Yield=15%; MS (ESI+), 567 (M+H)+. Starting materials: NC=1C=CC2=C(C=3C(NC(=NC3C=C2)NC(C(C)(C)C)=O)=O)C1 (N-(9-Amino-1,2-dihydro-1-oxobenzo[f]quinazolin-3-yl)pivalamide), ClS(=O)(=O)C1=CC=C(C(=O)O)C=C1 (4-(chlorosulfonyl)benzoic acid). Run in O (water), N1=CC=CC=C1 (pyridine). Reaction conditions: time 3 day. Product: 4-((N-(1,2-dihydro-1-oxobenzo[f]quinazolin-3-yl)pivalamide)-9-yl)amino, C(C1=CC=CC=C1)(=O)O (benzoic acid). Yield: 59.8%. Reaction SMILES: NC1C=CC2C=CC3N=C(NC(=O)C(C)(C)C)NC(=O)C=3C=2C=1.ClS([C:28]1[CH:36]=[CH:35][C:31]([C:32]([OH:34])=[O:33])=[CH:30][CH:29]=1)(=O)=O>N1C=CC=CC=1.O>[C:32]([OH:34])(=[O:33])[C:31]1[CH:35]=[CH:36][CH:28]=[CH:29][CH:30]=1. Procedure details: To a solution of N-(9-Amino-1,2-dihydro-1-oxobenzo[f]quinazolin-3-yl)pivalamide (1.38 g, 4.5 mmoles) in dry pyridine (10 ml) was added 4-(chlorosulfonyl)benzoic acid (5.0 g, 22.6 mmoles) at room temperature under a nitrogen atmosphere. After stirring for 3 days, the pyridine was removed under reduced pressure to leave a gummy brown residue which was suspended in water (30 ml), filtered, washed with water and dried to give 4-((N-(1,2-dihydro-1-oxobenzo[f]quinazolin-3-yl)pivalamide)-9-yl)amino)sul... Product: CCCCCCCCCC(C)(O)c1ccsc1-c1cccs1. Reactants: Brc1ccsc1-c1cccs1, [Li]CCCC, CCOCC, CCCCCCCCCC(C)=O. As a reaction SMILES: [Br:1][c:2]1[c:3](-[c:7]2[s:8][cH:9][cH:10][cH:11]2)[s:4][cH:5][cH:6]1.[CH2:12]([Li:13])[CH2:14][CH2:15][CH3:16].[CH2:29]([O:30][CH2:31][CH3:32])[CH3:33].[CH3:17][C:18]([CH2:19][CH2:20][CH2:21][CH2:22][CH2:23][CH2:24][CH2:25][CH2:26][CH3:27])=[O:28]>>[c:2]1([C:18]([CH3:17])([CH2:19][CH2:20][CH2:21][CH2:22][CH2:23][CH2:24][CH2:25][CH2:26][CH3:27])[OH:28])[c:3](-[c:7]2[s:8][cH:9][cH:10][cH:11]2)[s:4][cH:5][cH:6]1.